From a dataset of the Open Reaction Database (ORD), a public repository of structured organic reaction records. describe an organic reaction: reactants, conditions, products, and yield Starting materials: C1CN1, CCOC(C)=O, O=C(NCC(O)CO)c1cc(Cl)c([N+](=O)[O-])cc1[N+](=O)[O-]. Yields the product O=C(NCC(O)CO)c1cc(N2CC2)c([N+](=O)[O-])cc1[N+](=O)[O-]. As a reaction SMILES: [CH2:22]1[CH2:23][NH:24]1.[CH3:25][CH2:26][O:27][C:28]([CH3:29])=[O:30].[OH:1][CH:2]([CH2:3][NH:4][C:5]([c:6]1[c:7]([N+:16](=[O:17])[O-:18])[cH:8][c:9]([N+:13](=[O:14])[O-:15])[c:10]([Cl:12])[cH:11]1)=[O:19])[CH2:20][OH:21]>>[OH:1][CH:2]([CH2:3][NH:4][C:5]([c:6]1[c:7]([N+:16](=[O:17])[O-:18])[cH:8][c:9]([N+:13](=[O:14])[O-:15])[c:10]([N:24]2[CH2:22][CH2:23]2)[cH:11]1)=[O:19])[CH2:20][OH:21]. Starting materials: Cl (HCl), CuCl2, N(=O)OC(C)(C)C (t-butyl nitrite), NC=1SC2=C(N1)C(=CC=C2)Cl (2-amino-4-chlorobenzothiazole). Run in C(C)#N (acetonitrile), C(C)#N (acetonitrile). Conditions: temperature 65 celsius. Yields the product ClC=1SC2=C(N1)C(=CC=C2)Cl (2,4-Dichloro-benzothiazole). Reaction SMILES: N(OC(C)(C)C)=O.N[C:9]1[S:10][C:11]2[CH:17]=[CH:16][CH:15]=[C:14]([Cl:18])[C:12]=2[N:13]=1.[ClH:19]>C(#N)C>[Cl:19][C:9]1[S:10][C:11]2[CH:17]=[CH:16][CH:15]=[C:14]([Cl:18])[C:12]=2[N:13]=1. Reported procedure: Anhydrous CuCl2 (Aldrich, 4.37 g, 32.5 mmol), t-butyl nitrite (Aldrich, 4.83 mL, 40.6 mmol) and anhydrous acetonitrile (EM, 50 mL) were added to a 3-necked round-bottomed flask equipped with a reflux condenser, an additional funnel and a gas outlet tube. The mixture was warmed to 65° C. and a suspension of 2-amino-4-chlorobenzothiazole in 50 mL of acetonitrile. During the addition, the reaction mixture tuned to black and gas evolved. After gas evolution is complete, the reaction was allowed to r... The reactants are C(C1=CC=CC=C1)N[C@@H]1CC[C@H](CC1)C1=C(C=C(C=C1)C(=O)OC(C)(C)C)CNC (trans-N-benzyl-4-(4-tert.butoxycarbonyl-methylaminomethylphenyl)cyclohexylamine), C(C)(=O)Cl (acetylchloride), ethyl acetate petroleum ether. Product: C(C)(=O)N(CC1=CC=CC=C1)[C@@H]1CC[C@H](CC1)C1=C(C=C(C=C1)C(=O)OC(C)(C)C)CNC (trans-N-acetyl-N-benzyl-4-(4-tert.butoxycarbonyl-methylaminomethylphenyl)cyclohexylamine). As a reaction SMILES: [CH2:1]([NH:8][C@H:9]1[CH2:14][CH2:13][C@H:12]([C:15]2[CH:20]=[CH:19][C:18]([C:21]([O:23][C:24]([CH3:27])([CH3:26])[CH3:25])=[O:22])=[CH:17][C:16]=2[CH2:28][NH:29][CH3:30])[CH2:11][CH2:10]1)[C:2]1[CH:7]=[CH:6][CH:5]=[CH:4][CH:3]=1.[C:31](Cl)(=[O:33])[CH3:32]>>[C:31]([N:8]([C@H:9]1[CH2:14][CH2:13][C@H:12]([C:15]2[CH:20]=[CH:19][C:18]([C:21]([O:23][C:24]([CH3:26])([CH3:27])[CH3:25])=[O:22])=[CH:17][C:16]=2[CH2:28][NH:29][CH3:30])[CH2:11][CH2:10]1)[CH2:1][C:2]1[CH:3]=[CH:4][CH:5]=[CH:6][CH:7]=1)(=[O:33])[CH3:32]. Reported procedure: from trans-N-benzyl-4-(4-tert.butoxycarbonyl-methylaminomethylphenyl)cyclohexylamine and acetylchloride. Oil. Rf value: 0.66 (alumina, ethyl acetate/petroleum ether= 1:3, v:v). Reactants: CC#N, Cl, CC(C)(C)OC(=O)N1CCN2C(=O)COCC2C1. Product: Cl, O=C1COCC2CNCCN12. RXN SMILES: [CH3:20][C:21]#[N:22].[ClH:19].[O:1]=[C:2]1[N:3]2[CH:4]([CH2:5][O:6][CH2:7]1)[CH2:8][N:9]([C:12]([O:13][C:14]([CH3:15])([CH3:16])[CH3:17])=[O:18])[CH2:10][CH2:11]2>>[ClH:19].[O:1]=[C:2]1[N:3]2[CH:4]([CH2:5][O:6][CH2:7]1)[CH2:8][NH:9][CH2:10][CH2:11]2. Starting materials: O=C([O-])[O-], C1CCNCC1, CS(=O)(=O)OCCc1cccc([N+](=O)[O-])c1, CC#N, [K+], [K+]. Yields the product O=[N+]([O-])c1cccc(CCN2CCCCC2)c1. As a reaction SMILES: [C:17](=[O:18])([O-:19])[O-:20].[CH2:23]1[CH2:24][CH2:25][NH:26][CH2:27][CH2:28]1.[CH3:1][S:2]([O:3][CH2:6][CH2:7][c:8]1[cH:9][c:10]([N+:14](=[O:15])[O-:16])[cH:11][cH:12][cH:13]1)(=[O:4])=[O:5].[CH3:29][C:30]#[N:31].[K+:21].[K+:22]>>[CH2:6]([CH2:7][c:8]1[cH:9][c:10]([N+:14](=[O:15])[O-:16])[cH:11][cH:12][cH:13]1)[N:26]1[CH2:25][CH2:24][CH2:23][CH2:28][CH2:27]1.